This data is from the Open Reaction Database (ORD), a public repository of structured organic reaction records. The task is: describe an organic reaction: reactants, conditions, products, and yield The reactants are CC1=C(C(=O)OCc2ccccc2)C(c2ccccc2C(F)(F)F)c2c(ccnc2OC(C)C)N1, CN(CCO)Cc1ccccc1, Cc1ccccc1, CCOC(C)=O, O=C(O)C=CC(=O)O. Yields the product CC1=C(C(=O)OCCN(C)Cc2ccccc2)C(c2ccccc2C(F)(F)F)c2c(ccnc2OC(C)C)N1. RXN SMILES: [CH2:13]([c:15]1[cH:16][cH:17][cH:18][cH:19][cH:22]1)[O:20][C:21](=[O:14])[C:23]1=[C:24]([CH3:47])[NH:25][c:26]2[cH:27][cH:28][n:29][c:30]([O:43][CH:44]([CH3:45])[CH3:46])[c:31]2[CH:32]1[c:33]1[c:34]([C:39]([F:40])([F:41])[F:42])[cH:35][cH:36][cH:37][cH:38]1.[CH2:1]([c:2]1[cH:3][cH:4][cH:5][cH:6][cH:7]1)[N:8]([CH3:9])[CH2:10][CH2:11][OH:12].[CH3:56][c:57]1[cH:58][cH:59][cH:60][cH:61][cH:62]1.[CH3:63][CH2:64][O:65][C:66](=[O:67])[CH3:68].[OH:48][C:49]([CH:50]=[CH:51][C:52](=[O:53])[OH:54])=[O:55]>>[CH2:1]([c:2]1[cH:3][cH:4][cH:5][cH:6][cH:7]1)[N:8]([CH3:9])[CH2:10][CH2:11][O:12][C:21](=[O:20])[C:23]1=[C:24]([CH3:47])[NH:25][c:26]2[cH:27][cH:28][n:29][c:30]([O:43][CH:44]([CH3:45])[CH3:46])[c:31]2[CH:32]1[c:33]1[c:34]([C:39]([F:40])([F:41])[F:42])[cH:35][cH:36][cH:37][cH:38]1. Reactants: ClC=1C=NC(NC1)=O (5-chloropyrimidin-2-one), BrCC(=O)C1=CC2=C(O1)C=CC=C2 (2-bromoacetylbenzo[b]furan). Run in C(C)N(CC)CC (triethylamine), C(C)O (ethanol). The product is ClC=1C=NC(N(C1)CC(=O)C1=CC2=C(O1)C=CC=C2)=O (5-Chloro-1-(benzo[b]furan-2-ylcarbonylmethyl)pyrimidin-2-one). The yield is 35.9%. RXN SMILES: [Cl:1][C:2]1[CH:3]=[N:4][C:5](=[O:8])[NH:6][CH:7]=1.Br[CH2:10][C:11]([C:13]1[O:17][C:16]2[CH:18]=[CH:19][CH:20]=[CH:21][C:15]=2[CH:14]=1)=[O:12]>C(N(CC)CC)C.C(O)C>[Cl:1][C:2]1[CH:3]=[N:4][C:5](=[O:8])[N:6]([CH2:10][C:11]([C:13]2[O:17][C:16]3[CH:18]=[CH:19][CH:20]=[CH:21][C:15]=3[CH:14]=2)=[O:12])[CH:7]=1. Procedure: A mixture of 5-chloropyrimidin-2-one (522 mg) and 2-bromoacetylbenzo[b]furan (960 mg) in triethylamine (0.84 ml) and ethanol (25 ml) was stirred at room temperature. After 50 min the reaction mixture was cooled to 3° C. and the solid collected. The filtrate was evaporated and the residue was subjected to preparative thin-layer chromatography developing with chloroform-ethanol (50:1) (4 runs) which gave a yellow solid. The two solids were combined and crystallised twice from acetone to give the t... Starting materials: COC(=O)C(Cc1cnc(Nc2ccccc2)nc1NCC(C)C)c1ccc(OC)cc1, CC(=O)O, CCOC(C)=O, O=S(=O)(O)O. Product: COc1ccc(C2Cc3cnc(Nc4ccccc4)nc3N(CC(C)C)C2=O)cc1. RXN SMILES: [CH3:1][O:2][C:3]([CH:4]([CH2:5][c:6]1[c:7]([NH:19][CH2:20][CH:21]([CH3:22])[CH3:23])[n:8][c:9]([NH:12][c:13]2[cH:14][cH:15][cH:16][cH:17][cH:18]2)[n:10][cH:11]1)[c:24]1[cH:25][cH:26][c:27]([O:30][CH3:31])[cH:28][cH:29]1)=[O:32].[CH3:38][C:39](=[O:40])[OH:41].[CH3:42][CH2:43][O:44][C:45](=[O:46])[CH3:47].[S:33](=[O:34])(=[O:35])([OH:36])[OH:37]>>[O:2]=[C:3]1[CH:4]([c:24]2[cH:25][cH:26][c:27]([O:30][CH3:31])[cH:28][cH:29]2)[CH2:5][c:6]2[c:7]([n:8][c:9]([NH:12][c:13]3[cH:14][cH:15][cH:16][cH:17][cH:18]3)[n:10][cH:11]2)[N:19]1[CH2:20][CH:21]([CH3:22])[CH3:23]. The reactants are C(#N)[BH3-].[Na+] (sodium cyanoborohydride), C(C)C1=CC=C(C=C1)C(O)C1=C(C=CC=C1)OC ((4-ethylphenyl)(2-methoxyphenyl)methanol), C[Si](C)(C)Cl (trimethylsilyl chloride). Run in C(C)#N (acetonitrile). Run at temperature 0 celsius, time 8 hour. Product: C(C)C1=CC=C(C=C1)CC1=C(C=CC=C1)OC ((4-Ethylphenyl)(2-methoxyphenyl)methane). The yield is 66.3%. RXN SMILES: [CH2:1]([C:3]1[CH:8]=[CH:7][C:6]([CH:9]([C:11]2[CH:16]=[CH:15][CH:14]=[CH:13][C:12]=2[O:17][CH3:18])O)=[CH:5][CH:4]=1)[CH3:2].C([BH3-])#N.[Na+].C[Si](Cl)(C)C>C(#N)C>[CH2:1]([C:3]1[CH:8]=[CH:7][C:6]([CH2:9][C:11]2[CH:16]=[CH:15][CH:14]=[CH:13][C:12]=2[O:17][CH3:18])=[CH:5][CH:4]=1)[CH3:2] |f:1.2|. Reported procedure: 1.34 g of (4-ethylphenyl)(2-methoxyphenyl)methanol are dissolved in acetonitrile and cooled to 0° C. 1.50 g of sodium cyanoborohydride are added to the mixture and then 3.00 ml of trimethylsilyl chloride are added. The mixture is stirred at room temperature overnight. The reaction solution is filtered through Celite and extracted with saturated NaCl solution. The organic phase is dried over sodium sulfate and concentrated. The crude product is chromatographed on silica gel with ethyl acetate/hep... The reactants are COC1=CC=C2C(C(CSC2=C1)(CC=C)C1=CC=C(C=C1)OC)=O (7-methoxy-3-(4-methoxyphenyl)-3-(2-propenyl)thiochroman-4-one). Reagents/catalysts: [Pd] (Pd/C). The solvent is C(C)(=O)OCC (ethyl acetate). Conditions: time 15 hour. Product: COC1=CC=C2C(C(CSC2=C1)(CCC)C1=CC=C(C=C1)OC)=O (7-methoxy-3-(4-methoxyphenyl)-3-propylthiochroman-4-one). The yield is 96.6%. RXN SMILES: [CH3:1][O:2][C:3]1[CH:12]=[C:11]2[C:6]([C:7](=[O:24])[C:8]([C:16]3[CH:21]=[CH:20][C:19]([O:22][CH3:23])=[CH:18][CH:17]=3)([CH2:13][CH:14]=[CH2:15])[CH2:9][S:10]2)=[CH:5][CH:4]=1>C(OCC)(=O)C.[Pd]>[CH3:1][O:2][C:3]1[CH:12]=[C:11]2[C:6]([C:7](=[O:24])[C:8]([C:16]3[CH:17]=[CH:18][C:19]([O:22][CH3:23])=[CH:20][CH:21]=3)([CH2:13][CH2:14][CH3:15])[CH2:9][S:10]2)=[CH:5][CH:4]=1. Procedure: 10% Pd/C (580 mg) was added to a solution of 7-methoxy-3-(4-methoxyphenyl)-3-(2-propenyl)thiochroman-4-one (1.75 g, 5.14 mmol) in ethyl acetate (20 ml) followed by stirring for 15 hours at room temperature under a hydrogen stream. Pd/C was removed by filtration through cellite and the resulting filtrate was concentrated under reduced pressure to give 7-methoxy-3-(4-methoxyphenyl)-3-propylthiochroman-4-one (1.7 g, Yield 96%).